This data is from the Open Reaction Database (ORD), a public repository of structured organic reaction records. The task is: describe an organic reaction: reactants, conditions, products, and yield Reactants: Cl.Cl.CN1N=CC(=C1C)[C@@H](C)N ((R)-1-(1,5-dimethyl-1H-pyrazol-4-yl)ethanamine dihydrochloride), CC1=C(C=NN1CC(F)(F)F)C(C)=O (1-(5-methyl-1-(2,2,2-trifluoroethyl)-1H-pyrazol-4-yl)ethanone). Product: Cl.Cl.CC1=C(C=NN1CC(F)(F)F)C(C)N (1-(5-Methyl-1-(2,2,2-trifluoroethyl)-1H-pyrazol-4-yl)ethanamine Dihydrochloride). The yield is 99.0%. Reaction SMILES: [ClH:1].Cl.[CH3:3][N:4]1[C:8]([CH3:9])=[C:7]([C@H:10]([NH2:12])[CH3:11])[CH:6]=[N:5]1.CC1N(C[C:20]([F:23])([F:22])[F:21])N=CC=1C(=O)C>>[ClH:1].[ClH:1].[CH3:9][C:8]1[N:4]([CH2:3][C:20]([F:23])([F:22])[F:21])[N:5]=[CH:6][C:7]=1[CH:10]([NH2:12])[CH3:11] |f:0.1.2,4.5.6|. Procedure: The title compound was prepared in >99% yield by the same process as described for (R)-1-(1,5-dimethyl-1H-pyrazol-4-yl)ethanamine dihydrochloride (Amine 2) using 1-(5-methyl-1-(2,2,2-trifluoroethyl)-1H-pyrazol-4-yl)ethanone (Step A6A) as a starting material. 1H NMR (300 MHz, DMSO-d6) δ 1.49 (3H, d, J=6.0 Hz), 2.32 (3H, s), 4.29-4.33 (1H, m), 5.07 (1H, d, J=9.0 Hz), 5.13 (1H, d, J=9.0 Hz), 7.72 (1H, s), 8.34 (3H, brs). The reactants are CC(C)=O, COc1ccc2c(CO)n[nH]c2c1. Product: COc1ccc2c(C=O)n[nH]c2c1. Reaction SMILES: [CH3:14][C:15](=[O:16])[CH3:17].[CH3:1][O:2][c:3]1[cH:4][cH:5][c:6]2[c:7]([CH2:12][OH:13])[n:8][nH:9][c:10]2[cH:11]1>>[CH3:1][O:2][c:3]1[cH:4][cH:5][c:6]2[c:7]([CH:12]=[O:13])[n:8][nH:9][c:10]2[cH:11]1. Reactants: C(C)(C)(C)OC(CN1C=CC2=CC(=CC=C12)OCCC=1C(=NC(=CC1)C1=CC=C(C=C1)C(F)(F)F)C)=O ((5-{2-[2-methyl-6-(4-trifluoromethyl-phenyl)-pyridin-3-yl]-ethoxy}-indol-1-yl)-acetic acid tert-butyl ester), [Li+].[OH-] (LiOH). Procedure: In analogy to the procedure described in example 5 g], (5-{2-[2-methyl-6-(4-trifluoromethyl-phenyl)-pyridin-3-yl]-ethoxy}-indol-1-yl)-acetic acid tert-butyl ester was treated with LiOH to obtain (5-{2-[2-methyl-6-(4-trifluoromethyl-phenyl)-pyridin-3-yl]-ethoxy}-indol-1-yl)-acetic acid as light brown solid. Yields the product CC1=NC(=CC=C1CCOC=1C=C2C=CN(C2=CC1)CC(=O)O)C1=CC=C(C=C1)C(F)(F)F ((5-{2-[2-methyl-6-(4-trifluoromethyl-phenyl)-pyridin-3-yl]-ethoxy}-indol-1-yl)-acetic acid). Reaction SMILES: C([O:5][C:6](=[O:37])[CH2:7][N:8]1[C:16]2[C:11](=[CH:12][C:13]([O:17][CH2:18][CH2:19][C:20]3[C:21]([CH3:36])=[N:22][C:23]([C:26]4[CH:31]=[CH:30][C:29]([C:32]([F:35])([F:34])[F:33])=[CH:28][CH:27]=4)=[CH:24][CH:25]=3)=[CH:14][CH:15]=2)[CH:10]=[CH:9]1)(C)(C)C.[Li+].[OH-]>>[CH3:36][C:21]1[C:20]([CH2:19][CH2:18][O:17][C:13]2[CH:12]=[C:11]3[C:16](=[CH:15][CH:14]=2)[N:8]([CH2:7][C:6]([OH:37])=[O:5])[CH:9]=[CH:10]3)=[CH:25][CH:24]=[C:23]([C:26]2[CH:27]=[CH:28][C:29]([C:32]([F:34])([F:33])[F:35])=[CH:30][CH:31]=2)[N:22]=1 |f:1.2|. Yields the product FC(C(CC1(CCNCC1)O)=C)(F)F (4-(2-(trifluoromethyl)allyl)piperidin-4-ol). Procedure details: To a solution of tert-butyl-4-hydroxy-4-(2-(trifluoromethyl)allyl)piperidine-1-carboxylate 17B (300 mg, 0.97 mmol), in DCM (5 mL) was added a solution of HCl in dioxane (3 M, 1 mL, 3 mmol), and then the mixture was stirred at room temperature for 16 hrs. The mixture was concentrated in vacuo to get the desired compound which was used directly for the next step. LC-MS: m/z 210.2 (M+H)+ Run in C(Cl)Cl (DCM). Reaction SMILES: C(OC([N:8]1[CH2:13][CH2:12][C:11]([OH:21])([CH2:14][C:15]([C:17]([F:20])([F:19])[F:18])=[CH2:16])[CH2:10][CH2:9]1)=O)(C)(C)C.Cl.O1CCOCC1>C(Cl)Cl>[F:20][C:17]([F:18])([F:19])[C:15](=[CH2:16])[CH2:14][C:11]1([OH:21])[CH2:12][CH2:13][NH:8][CH2:9][CH2:10]1. Reactants: C(C)(C)(C)OC(=O)N1CCC(CC1)(CC(=C)C(F)(F)F)O (tert-butyl-4-hydroxy-4-(2-(trifluoromethyl)allyl)piperidine-1-carboxylate), Cl (HCl), O1CCOCC1 (dioxane). Reaction conditions: time 16 hour. Starting materials: CCO, C[Si](C)(C)CC[Si](C)(C)CCCOCC1CO1, NCCOCCO. The product is C[Si](C)(C)CC[Si](C)(C)CCCOCC(O)CNCCOCCO. Reaction SMILES: [CH3:25][CH2:26][OH:27].[CH3:8][Si:9]([CH2:10][CH2:11][CH2:12][O:13][CH2:14][CH:15]1[O:16][CH2:17]1)([CH2:18][CH2:19][Si:20]([CH3:21])([CH3:22])[CH3:23])[CH3:24].[NH2:1][CH2:2][CH2:3][O:4][CH2:5][CH2:6][OH:7]>>[NH:1]([CH2:2][CH2:3][O:4][CH2:5][CH2:6][OH:7])[CH2:17][CH:15]([CH2:14][O:13][CH2:12][CH2:11][CH2:10][Si:9]([CH3:8])([CH2:18][CH2:19][Si:20]([CH3:21])([CH3:22])[CH3:23])[CH3:24])[OH:16]. Reactants: C(C#C)O (propargyl alcohol), C1CCC(CC1)N=C=NC2CCCCC2 (DCC), C(C1=CC=CC=C1)(=O)NC(C(=O)O)CC1=CNC2=CC=CC=C12 (2-(benzoylamino)-3-(indol-3-yl)propanoic acid). The reagents and catalysts are CN(C)C=1C=CN=CC1 (DMAP). Run in C(Cl)Cl (methylene chloride). Conditions: temperature 0 celsius. Yields the product C(C1=CC=CC=C1)(=O)NC(C(=O)OCC#C)CC1=CNC2=CC=CC=C12 (propargyl 2-(benzoylamino)-3-(indol-3-yl)propionate). As a reaction SMILES: [C:1]([NH:9][CH:10]([CH2:14][C:15]1[C:23]2[C:18](=[CH:19][CH:20]=[CH:21][CH:22]=2)[NH:17][CH:16]=1)[C:11]([OH:13])=[O:12])(=[O:8])[C:2]1[CH:7]=[CH:6][CH:5]=[CH:4][CH:3]=1.[CH2:24](O)[C:25]#[CH:26].C1CCC(N=C=NC2CCCCC2)CC1>C(Cl)Cl.CN(C1C=CN=CC=1)C>[C:1]([NH:9][CH:10]([CH2:14][C:15]1[C:23]2[C:18](=[CH:19][CH:20]=[CH:21][CH:22]=2)[NH:17][CH:16]=1)[C:11]([O:13][CH2:26][C:25]#[CH:24])=[O:12])(=[O:8])[C:2]1[CH:7]=[CH:6][CH:5]=[CH:4][CH:3]=1. Procedure details: 2-(benzoylamino)-3-(indol-3-yl)propanoic acid (1.9 g) was dissolved in 75 ml of dry methylene chloride (from phosphorous pentoxide). The solution was cooled to 0° C. in an ice bath and 0.72 ml of propargyl alcohol was added along with 1.39 g of DCC followed by 0.07 g DMAP. The reaction mixture was warmed to room temperature and maintained there for 16 hours. The solution was filtered into a separatory funnel, washed with 5% acetic acid (2×), water (1×) and 5% solution bicarbonate (1×). The separ... Starting materials: OS(=O)(=O)O (H2SO4), [H-].[H-].[H-].[H-].[Li+].[Al+3] (LiAlH4), CCOCC (ether), C(C)OC(C(C)OCCCCCCCCCCCC)=O ((-)-ethyl-2-dodecyloxypropionate). The solvent is O (water). Reaction conditions: time 4 hour. Product: C(CCCCCCCCCCC)OC(CO)C ((+)-2-dodecyloxypropanol). RXN SMILES: [H-].[H-].[H-].[H-].[Li+].[Al+3].CCOCC.C([O:14][C:15](=O)[CH:16]([O:18][CH2:19][CH2:20][CH2:21][CH2:22][CH2:23][CH2:24][CH2:25][CH2:26][CH2:27][CH2:28][CH2:29][CH3:30])[CH3:17])C.OS(O)(=O)=O>O>[CH2:19]([O:18][CH:16]([CH3:17])[CH2:15][OH:14])[CH2:20][CH2:21][CH2:22][CH2:23][CH2:24][CH2:25][CH2:26][CH2:27][CH2:28][CH2:29][CH3:30] |f:0.1.2.3.4.5|. Reported procedure: 1.9 g of LiAlH4 was added to 70 ml of ether and the mixture was stirred for 4 hours. To the mixture was added dropwise 16.9 g of (-)-ethyl-2-dodecyloxypropionate in the same manner as in Example 3, and the mixture was stirred for 15 minutes. Then, 50 ml of deionized water andfurther 50 ml of 10% H2SO4 aqueous solution were added thereto. The ether layer was separated, dried with MgSO4 and filtrated. Ether was distilled off to obtain the objective product at an yield of 12.0 g. The product showed...